Dataset: the Open Reaction Database (ORD), a public repository of structured organic reaction records. Task: describe an organic reaction: reactants, conditions, products, and yield Starting materials: CC(CO)(CC#CC1=CC=C(C=C1)OC(F)(F)F)C (2,2-dimethyl-5-(4-trifluoromethoxy-phenyl)-pent-4-yn-1-ol), C(C)(C)(C)C1=NC(=CC=C1)C(C)(C)C (2,6-di-tert-butylpyridine), FC(S(=O)(=O)OS(=O)(=O)C(F)(F)F)(F)F (trifluoromethanesulfonic anhydride), C(C)OC(C(C)(C)OC1=C(C=C(C=C1)SC(C)=O)C)=O (2-(4-acetylsulfanyl-2-methyl-phenoxy)-2-methyl-propionic acid ethyl ester), C(=O)([O-])[O-].[Cs+].[Cs+] (Cs2CO3). Run in C(Cl)Cl (CH2Cl2), C(C)#N (acetonitrile), CO (MeOH). Run at time 20 hour. The product is C(C)OC(C(C)(C)OC1=C(C=C(C=C1)SCC(CC#CC1=CC=C(C=C1)OC(F)(F)F)(C)C)C)=O (2-{4-[2,2-Dimethyl-5-(4-trifluoromethoxy-phenyl)-pent-4-ynylsulfanyl]-2-methyl-phenoxy}-2-methyl-propionic acid ethyl ester). Isolated yield 88.5%. Reaction SMILES: [CH3:1][C:2]([CH3:19])([CH2:5][C:6]#[C:7][C:8]1[CH:13]=[CH:12][C:11]([O:14][C:15]([F:18])([F:17])[F:16])=[CH:10][CH:9]=1)[CH2:3]O.C(C1C=CC=C(C(C)(C)C)N=1)(C)(C)C.FC(F)(F)S(OS(C(F)(F)F)(=O)=O)(=O)=O.[CH2:49]([O:51][C:52](=[O:68])[C:53]([O:56][C:57]1[CH:62]=[CH:61][C:60]([S:63]C(=O)C)=[CH:59][C:58]=1[CH3:67])([CH3:55])[CH3:54])[CH3:50].C([O-])([O-])=O.[Cs+].[Cs+]>C(Cl)Cl.C(#N)C.CO>[CH2:49]([O:51][C:52](=[O:68])[C:53]([O:56][C:57]1[CH:62]=[CH:61][C:60]([S:63][CH2:3][C:2]([CH3:19])([CH3:1])[CH2:5][C:6]#[C:7][C:8]2[CH:13]=[CH:12][C:11]([O:14][C:15]([F:18])([F:17])[F:16])=[CH:10][CH:9]=2)=[CH:59][C:58]=1[CH3:67])([CH3:54])[CH3:55])[CH3:50] |f:4.5.6|. Procedure: A solution of 0.109 g (0.40 mmol) 2,2-dimethyl-5-(4-trifluoromethoxy-phenyl)-pent-4-yn-1-ol (example 24E]) in 0.4 ml CH2Cl2 was treated at 0° C. with 0.11 ml (0.48 mmol) 2,6-di-tert-butylpyridine and 0.07 ml (0.44 mmol) trifluoromethanesulfonic anhydride. After 1.5 h at 0° C. the solution was evaporated, dissolved in 1.5 ml acetonitrile and added to a suspension of 0.142 g (0.48 mmol) of 2-(4-acetylsulfanyl-2-methyl-phenoxy)-2-methyl-propionic acid ethyl ester (example 1C]) and 0.274 g (0.84 mmo... Reactants: [Cl-].[Al+3].[Cl-].[Cl-] (aluminum chloride), [H-].[Al+3].[Li+].[H-].[H-].[H-] (lithium aluminum hydride), O1CCOC12CCC(CC2)CC(=O)N2CCN(CC2)C2=NC=CC=C2 (2-(1,4dioxaspiro[4.5]dec-8-yl)-1-[4-(2-pyridinyl)-1-piperazinyl]-ethanone). Run in C(C)OCC (diethyl ether), CC(=O)C (acetone), Cl (hydrochloric acid), O1CCCC1 (tetrahydrofuran). Reaction conditions: time 30 minute. Yields the product N1=C(C=CC=C1)N1CCN(CC1)CCC1CCC(CC1)=O (4-[2-[4-(2-pyridinyl)-1-piperazinyl]ethyl]-cyclohexanone). Isolated yield 75.7%. RXN SMILES: [H-].[Al+3].[Li+].[H-].[H-].[H-].[Cl-].[Al+3].[Cl-].[Cl-].O1[C:15]2([CH2:20][CH2:19][CH:18]([CH2:21][C:22]([N:24]3[CH2:29][CH2:28][N:27]([C:30]4[CH:35]=[CH:34][CH:33]=[CH:32][N:31]=4)[CH2:26][CH2:25]3)=O)[CH2:17][CH2:16]2)[O:14]CC1>O1CCCC1.C(OCC)C.CC(C)=O.Cl>[N:31]1[CH:32]=[CH:33][CH:34]=[CH:35][C:30]=1[N:27]1[CH2:28][CH2:29][N:24]([CH2:22][CH2:21][CH:18]2[CH2:19][CH2:20][C:15](=[O:14])[CH2:16][CH2:17]2)[CH2:25][CH2:26]1 |f:0.1.2.3.4.5,6.7.8.9|. Procedure details: A slurry of lithium aluminum hydride (LiAlH4) (7.48 g, 197 mmol) in 180 mL of tetrahydrofuran (THF) is cooled to 0° C. and treated with aluminum chloride (AlCl3) (8.76 g, 65.7 mmol) in 180 mL of diethyl ether. The reaction was stirred for 30 minutes and the 2-(1,4dioxaspiro[4.5]dec-8-yl)-1-[4-(2-pyridinyl)-1-piperazinyl]-ethanone (22.7 g, 65.7 mmol) was added in portions over 1 hour. The reaction is allowed to stir for 18 hours and is quenched with 8 mL of water and 18 mL of a 50% sodium hydroxi... The reactants are FC(C1=CC=C(C=O)C=C1)(F)F (4-(trifluoromethyl)benzaldehyde), 3B, COC=1[C@H](N=C(CN1)OC)C(C)C ((R)-2,5-dihydro-3,6-dimethoxy-2-isopropylpyrazine), 3B, C(CCC)[Li] (n-butyllithium). Run in C1CCOC1 (THF), CCOC(=O)C (EtOAc), C1CCOC1 (THF). Run at time 15 minute. Product: C(C)(C)[C@H]1N=C([C@@H](N=C1OC)[C@@H](O)C1=CC=C(C=C1)C(F)(F)F)OC ((S)-((2S,5R)-5-Isopropyl-3,6-dimethoxy-2,5-dihydropyrazin-2-yl)(4-(trifluoromethyl)phenyl)methanol). Isolated yield 22.1%. RXN SMILES: [CH3:1][O:2][C:3]1[C@@H:4]([CH:11]([CH3:13])[CH3:12])[N:5]=[C:6]([O:9][CH3:10])[CH2:7][N:8]=1.C([Li])CCC.[F:19][C:20]([F:30])([F:29])[C:21]1[CH:28]=[CH:27][C:24]([CH:25]=[O:26])=[CH:23][CH:22]=1>C1COCC1.CCOC(C)=O>[CH:11]([C@@H:4]1[C:3]([O:2][CH3:1])=[N:8][C@@H:7]([C@H:25]([C:24]2[CH:23]=[CH:22][C:21]([C:20]([F:19])([F:29])[F:30])=[CH:28][CH:27]=2)[OH:26])[C:6]([O:9][CH3:10])=[N:5]1)([CH3:13])[CH3:12]. Reported procedure: To a mixture of (R)-2,5-dihydro-3,6-dimethoxy-2-isopropylpyrazine (5.2 mL, 29 mmol) (commercially available from 3B Scientific Corporation Product List (Order Number 3B3-054672)) and THF (50 mL) at −78° C. was added n-butyllithium (2.5 M solution in hexane, 12 mL, 31 mmol). The mixture was stirred for 15 minutes. The colorless solution turned light brown. A solution of 4-(trifluoromethyl)benzaldehyde (5.1 mL, 38 mmol) (commercially available from 3B Scientific Corporation Product List (Order Num... The reactants are C(C)(C)(C)OC(=O)N1[C@H]([C@H](CCC1)N(CC1=C(C=CC(=C1)N1N=NN=C1C(F)(F)F)OCCCC)C(=O)OC(C)(C)C)C1=CC=CC=C1 (3-{tert-butoxycarbonyl-[2-(1-butoxy)-5-(5-trifluoromethyl-tetrazol-1-yl)-benzyl]-amino}-[2S,3S]-2-phenylpiperidine-1-carboxylic acid tert-butyl ester), C(C)O (ethanol), Cl (hydrogen chloride). Run in O1CCOCC1 (dioxan). Yields the product Cl.Cl.C(CCC)OC1=C(CN[C@@H]2[C@@H](NCCC2)C2=CC=CC=C2)C=C(C=C1)N1N=NN=C1C(F)(F)F ([2-(1-Butoxy)-5-(5-trifluoromethyl-tetrazol-1-yl)-benzyl]-([2S,3S]-2-phenylpiperidin-3-yl)amine dihydrochloride). Reaction SMILES: C(OC([N:8]1[CH2:13][CH2:12][CH2:11][C@H:10]([N:14](C(OC(C)(C)C)=O)[CH2:15][C:16]2[CH:21]=[C:20]([N:22]3[C:26]([C:27]([F:30])([F:29])[F:28])=[N:25][N:24]=[N:23]3)[CH:19]=[CH:18][C:17]=2[O:31][CH2:32][CH2:33][CH2:34][CH3:35])[C@@H:9]1[C:43]1[CH:48]=[CH:47][CH:46]=[CH:45][CH:44]=1)=O)(C)(C)C.[ClH:49].C(O)C>O1CCOCC1>[ClH:49].[ClH:49].[CH2:32]([O:31][C:17]1[CH:18]=[CH:19][C:20]([N:22]2[C:26]([C:27]([F:29])([F:30])[F:28])=[N:25][N:24]=[N:23]2)=[CH:21][C:16]=1[CH2:15][NH:14][C@H:10]1[CH2:11][CH2:12][CH2:13][NH:8][C@H:9]1[C:43]1[CH:48]=[CH:47][CH:46]=[CH:45][CH:44]=1)[CH2:33][CH2:34][CH3:35] |f:4.5.6|. Reported procedure: From 3-{tert-butoxycarbonyl-[2-(1-butoxy)-5-(5-trifluoromethyl-tetrazol-1-yl)-benzyl]-amino}-[2S,3S]-2-phenylpiperidine-1-carboxylic acid tert-butyl ester (345 mg, 0.51 mmol) using 4M-hydrogen chloride in dioxan (5 ml) at 40° C. to give the title compound as a white crystals from ethanol (218 mg). Found C, 51.78; H, 5.62; N, 15.13; C24H29F3N6O.2HCl.0.5H2O (556.46), requires C,51.80; H, 5.80; N, 15.10%. Mass spectrum (thermospray +ve) m/e 475 (MH+). The reactants are C1(=CC=CC=C1)C (Toluene), ClC1=NC(=CC(=C1)Cl)C1CC1 (2,4-dichloro-6-cyclopropylpyridine), ClC=1C=C(C=CC1)B(O)O ((3-chlorophenyl)boronic acid), C(=O)([O-])[O-].[Cs+].[Cs+] (Cs2CO3). Reagents/catalysts: C=1C=CC(=CC1)[P](C=2C=CC=CC2)(C=3C=CC=CC3)[Pd]([P](C=4C=CC=CC4)(C=5C=CC=CC5)C=6C=CC=CC6)([P](C=7C=CC=CC7)(C=8C=CC=CC8)C=9C=CC=CC9)[P](C=1C=CC=CC1)(C=1C=CC=CC1)C=1C=CC=CC1 (tetrakis(triphenylphosphine)palladium(0)). Solvent: O (water), ClCCl (dichloromethane), O (water), CCO (EtOH). Reaction conditions: temperature 90 celsius, time 23 hour. Product: ClC1=CC(=NC(=C1)C1CC1)C1=CC(=CC=C1)Cl (4-chloro-2-(3-chlorophenyl)-6-cyclopropylpyridine). The yield is 19.8%. As a reaction SMILES: Cl[C:2]1[CH:7]=[C:6]([Cl:8])[CH:5]=[C:4]([CH:9]2[CH2:11][CH2:10]2)[N:3]=1.[Cl:12][C:13]1[CH:14]=[C:15](B(O)O)[CH:16]=[CH:17][CH:18]=1.C([O-])([O-])=O.[Cs+].[Cs+].C1(C)C=CC=CC=1>O.ClCCl.C1C=CC([P]([Pd]([P](C2C=CC=CC=2)(C2C=CC=CC=2)C2C=CC=CC=2)([P](C2C=CC=CC=2)(C2C=CC=CC=2)C2C=CC=CC=2)[P](C2C=CC=CC=2)(C2C=CC=CC=2)C2C=CC=CC=2)(C2C=CC=CC=2)C2C=CC=CC=2)=CC=1.CCO>[Cl:8][C:6]1[CH:5]=[C:4]([CH:9]2[CH2:11][CH2:10]2)[N:3]=[C:2]([C:17]2[CH:16]=[CH:15][CH:14]=[C:13]([Cl:12])[CH:18]=2)[CH:7]=1 |f:2.3.4,^1:42,44,63,82|. Procedure: A 250-mL round bottomed flask was charged with 2,4-dichloro-6-cyclopropylpyridine (1.08 g, 5.74 mmol), (3-chlorophenyl)boronic acid (0.99 g, 6.32 mmol), tetrakis(triphenylphosphine)palladium(0) (0.332 g, 0.28 mmol), and Cs2CO3 (5.61 g, 17.2 mmol). Toluene (40 ml), EtOH (10 ml) and water (20 ml) were added. The resulting mixture was stirred under Ar at 90° C. for 23 h. After cooling to room temperature, the reaction mixture was diluted with water (50 mL) and dichloromethane (50 mL). The mixture w... The reactants are C(N)(=O)C1=C(N=C(C(=N1)C1=CC=C(C=C1)B(O)O)C)C (4-(6-carbamoyl-3,5-dimethylpyrazin-2-yl)phenylboronic acid), CC=1C=C(C=CC1OS(=O)(=O)C(F)(F)F)CC(=O)OC (methyl 2-(3-methyl-4-(trifluoromethylsulfonyloxy)phenyl)acetate), CC=1C=C(C=CC1OS(=O)(=O)C(F)(F)F)CC(=O)OC (methyl 2-(3-methyl-4-(trifluoromethylsulfonyloxy)phenyl)acetate), P(=O)([O-])([O-])[O-].[K+].[K+].[K+] (tripotassium phosphate), COCCOC (DME). The reagents and catalysts are Cl[Pd]Cl.C1(=CC=CC=C1)P([C-]1C=CC=C1)C1=CC=CC=C1.[C-]1(C=CC=C1)P(C1=CC=CC=C1)C1=CC=CC=C1.[Fe+2] ((1,1′-bis(diphenylphosphino)ferrocene)-dichloropalladium(II)). Solvent: C(C)O (ethanol), O (water). Reaction conditions: temperature 80 celsius, time 16 hour. Product: C(N)(=O)C1=C(N=C(C(=N1)C1=CC=C(C=C1)C1=C(C=C(C=C1)CC(=O)OCC)C)C)C (ethyl 2-(4′-(6-carbamoyl-3,5-dimethylpyrazin-2-yl)-2-methylbiphenyl-4-yl)acetate). Isolated yield 38.4%. As a reaction SMILES: [C:1]([C:4]1[N:9]=[C:8]([C:10]2[CH:15]=[CH:14][C:13](B(O)O)=[CH:12][CH:11]=2)[C:7]([CH3:19])=[N:6][C:5]=1[CH3:20])(=[O:3])[NH2:2].[CH3:21][C:22]1[CH:23]=[C:24]([CH2:36][C:37]([O:39][CH3:40])=[O:38])[CH:25]=[CH:26][C:27]=1OS(C(F)(F)F)(=O)=O.P([O-])([O-])([O-])=O.[K+].[K+].[K+].[CH3:49]OCCOC>C(O)C.O.Cl[Pd]Cl.C1(P(C2C=CC=CC=2)[C-]2C=CC=C2)C=CC=CC=1.[C-]1(P(C2C=CC=CC=2)C2C=CC=CC=2)C=CC=C1.[Fe+2]>[C:1]([C:4]1[N:9]=[C:8]([C:10]2[CH:15]=[CH:14][C:13]([C:27]3[CH:26]=[CH:25][C:24]([CH2:36][C:37]([O:39][CH2:40][CH3:49])=[O:38])=[CH:23][C:22]=3[CH3:21])=[CH:12][CH:11]=2)[C:7]([CH3:19])=[N:6][C:5]=1[CH3:20])(=[O:3])[NH2:2] |f:2.3.4.5,9.10.11.12|. Reported procedure: A solution of 4-(6-carbamoyl-3,5-dimethylpyrazin-2-yl)phenylboronic acid (138 mg, 0.51 mmol), methyl 2-(3-methyl-4-(trifluoromethylsulfonyloxy)phenyl)acetate (Intermediate 12-2; 159 mg, 0.51 mmol) and tripotassium phosphate (162 mg, 0.76 mmol) in DME (3 mL), ethanol (1.5 mL) and water (0.5 mL) was degassed before addition of (1,1′-bis(diphenylphosphino)ferrocene)-dichloropalladium(II) (DCM adduct) (33.5 mg, 0.04 mmol). The reaction mixture was heated to 80° C., under nitrogen, and left to stir o... Reactants: O=C([O-])[O-], CC(C)=O, ClCc1ccccc1, [K+], [K+], C=CC(C)(CCC=C(C)C)OC(=O)CC(C)=O. Product: C=CC(C)(CCC=C(C)C)OC(=O)C(Cc1ccccc1)C(C)=O. As a reaction SMILES: [C:1](=[O:2])([O-:3])[O-:4].[CH3:32][C:33](=[O:34])[CH3:35].[Cl:24][CH2:25][c:26]1[cH:27][cH:28][cH:29][cH:30][cH:31]1.[K+:5].[K+:6].[O:7]=[C:8]([CH2:9][C:10](=[O:11])[O:12][C:13]([CH:14]=[CH2:15])([CH2:16][CH2:17][CH:18]=[C:19]([CH3:20])[CH3:21])[CH3:22])[CH3:23]>>[O:7]=[C:8]([CH:9]([C:10](=[O:11])[O:12][C:13]([CH:14]=[CH2:15])([CH2:16][CH2:17][CH:18]=[C:19]([CH3:20])[CH3:21])[CH3:22])[CH2:25][c:26]1[cH:27][cH:28][cH:29][cH:30][cH:31]1)[CH3:23].